This data is from the Open Reaction Database (ORD), a public repository of structured organic reaction records. The task is: describe an organic reaction: reactants, conditions, products, and yield Reactants: ( b ), FC=1C(=CC(=C(OC=2C(=NC=CC2)[N+](=O)[O-])C1)OC)C=C (3-(5-fluoro-2-methoxy-4-vinylphenoxy)-2-nitropyridine), C1CCOC1 (THF). Solvent: CO (methanol). Yields the product C(C)C1=CC(=C(OC=2C(=NC=CC2)N)C=C1F)OC (3-(4-Ethyl-5-fluoro-2-methoxy-phenoxy)-2-aminopyridine). As a reaction SMILES: [F:1][C:2]1[C:3]([CH:20]=[CH2:21])=[CH:4][C:5]([O:18][CH3:19])=[C:6]([CH:17]=1)[O:7][C:8]1[C:9]([N+:14]([O-])=O)=[N:10][CH:11]=[CH:12][CH:13]=1.C1COCC1>CO>[CH2:20]([C:3]1[C:2]([F:1])=[CH:17][C:6]([O:7][C:8]2[C:9]([NH2:14])=[N:10][CH:11]=[CH:12][CH:13]=2)=[C:5]([O:18][CH3:19])[CH:4]=1)[CH3:21]. Reported procedure: According to the procedure of example 20 (b) except substituting 4-ethyl-2-methoxy-1-[4-nitro-2-(trifluoromethyl) phenoxy]benzene by 3-(5-fluoro-2-methoxy-4-vinylphenoxy)-2-nitropyridine (3.7 mmol, 1.1 g) and THF by methanol, the title compound was prepared as a white solid (800 mg; 80.5%) and used without further purification. Reactants: O=C([O-])C=CC(=O)[O-], C1CCNC1, COc1ccc2[nH]ccc2c1, CCO, CCOC(C)=O, O=C1CCC(N2CCN(Cc3ccccc3)CC2)CC1. The product is COc1ccc2[nH]cc(C3=CCC(N4CCN(Cc5ccccc5)CC4)CC3)c2c1. As a reaction SMILES: [C:37]([O-:38])(=[O:39])[CH:40]=[CH:41][C:42]([O-:43])=[O:44].[CH2:32]1[CH2:33][NH:34][CH2:35][CH2:36]1.[CH3:1][O:2][c:3]1[cH:4][c:5]2[cH:6][cH:7][nH:8][c:9]2[cH:10][cH:11]1.[CH3:45][CH2:46][OH:47].[CH3:48][CH2:49][O:50][C:51](=[O:52])[CH3:53].[c:12]1([CH2:18][N:19]2[CH2:20][CH2:21][N:22]([CH:25]3[CH2:26][CH2:27][C:28](=[O:31])[CH2:29][CH2:30]3)[CH2:23][CH2:24]2)[cH:13][cH:14][cH:15][cH:16][cH:17]1>>[CH3:1][O:2][c:3]1[cH:4][c:5]2[c:6]([C:28]3=[CH:27][CH2:26][CH:25]([N:22]4[CH2:21][CH2:20][N:19]([CH2:18][c:12]5[cH:13][cH:14][cH:15][cH:16][cH:17]5)[CH2:24][CH2:23]4)[CH2:30][CH2:29]3)[cH:7][nH:8][c:9]2[cH:10][cH:11]1.